From a dataset of the Open Reaction Database (ORD), a public repository of structured organic reaction records. describe an organic reaction: reactants, conditions, products, and yield Product: CC(=O)Nc1cc(Cl)cc([N+](=O)[O-])c1O. RXN SMILES: [CH3:18][C:19]([O:20][C:21](=[O:22])[CH3:23])=[O:24].[NH:1]([C:2](=[O:3])[CH3:4])[c:5]1[c:6]([OH:12])[cH:7][cH:8][c:9]([Cl:11])[cH:10]1.[OH2:17].[OH:13][N+:14]([O-:15])=[O:16]>>[NH:1]([C:2](=[O:3])[CH3:4])[c:5]1[c:6]([OH:12])[c:7]([N+:14](=[O:13])[O-:15])[cH:8][c:9]([Cl:11])[cH:10]1. Starting materials: CC(=O)OC(C)=O, CC(=O)Nc1cc(Cl)ccc1O, O, O=[N+]([O-])O. Starting materials: CCc1nc2c(C)cc(C)nc2n1Cc1ccc2nc(-c3ccccc3-c3nnn(C(c4ccccc4)(c4ccccc4)c4ccccc4)n3)ccc2c1, CO, Cl, [Na+], [OH-], O. Yields the product CCc1nc2c(C)cc(C)nc2n1Cc1ccc2nc(-c3ccccc3-c3nnn[nH]3)ccc2c1. RXN SMILES: [CH2:1]([CH3:2])[c:3]1[n:4][c:5]2[c:6]([n:7][c:8]([CH3:12])[cH:9][c:10]2[CH3:11])[n:13]1[CH2:14][c:15]1[cH:16][c:17]2[cH:18][cH:19][c:20](-[c:25]3[c:26](-[c:31]4[n:32][n:33][n:34]([C:36]([c:37]5[cH:38][cH:39][cH:40][cH:41][cH:42]5)([c:43]5[cH:44][cH:45][cH:46][cH:47][cH:48]5)[c:49]5[cH:50][cH:51][cH:52][cH:53][cH:54]5)[n:35]4)[cH:27][cH:28][cH:29][cH:30]3)[n:21][c:22]2[cH:23][cH:24]1.[CH3:59][OH:60].[ClH:55].[Na+:57].[OH-:56].[OH2:58]>>[CH2:1]([CH3:2])[c:3]1[n:4][c:5]2[c:6]([n:7][c:8]([CH3:12])[cH:9][c:10]2[CH3:11])[n:13]1[CH2:14][c:15]1[cH:16][c:17]2[cH:18][cH:19][c:20](-[c:25]3[c:26](-[c:31]4[n:32][n:33][n:34][nH:35]4)[cH:27][cH:28][cH:29][cH:30]3)[n:21][c:22]2[cH:23][cH:24]1. The reactants are NCC=1C(=NC(=CC1NC(CC)CC)C)OC1=C(C=C(C=C1C)C)C ([3-Aminomethyl-6-methyl-2-(2,4,6-trimethyl-phenoxy)-pyridin-4-yl]-(1-ethyl-propyl)-amine), ClC(Cl)(OC(OC(Cl)(Cl)Cl)=O)Cl (triphosgene). Run in C1CCOC1 (THF). Conditions: time 2 hour. Product: C(C)C(CC)N1C(NCC2=C1C=C(N=C2OC2=C(C=C(C=C2C)C)C)C)=O (1-(1-Ethyl-propyl)-7-methyl-5-(2,4,6-trimethyl-phenoxy)-3,4dihydro-1H-pyrido[4,3-d]pyrimidin-2-one). Isolated yield 310.3%. Reaction SMILES: [NH2:1][CH2:2][C:3]1[C:4]([O:16][C:17]2[C:22]([CH3:23])=[CH:21][C:20]([CH3:24])=[CH:19][C:18]=2[CH3:25])=[N:5][C:6]([CH3:15])=[CH:7][C:8]=1[NH:9][CH:10]([CH2:13][CH3:14])[CH2:11][CH3:12].Cl[C:27](Cl)([O:29]C(=O)OC(Cl)(Cl)Cl)Cl>C1COCC1>[CH2:13]([CH:10]([N:9]1[C:8]2[CH:7]=[C:6]([CH3:15])[N:5]=[C:4]([O:16][C:17]3[C:18]([CH3:25])=[CH:19][C:20]([CH3:24])=[CH:21][C:22]=3[CH3:23])[C:3]=2[CH2:2][NH:1][C:27]1=[O:29])[CH2:11][CH3:12])[CH3:14]. Procedure details: To a mixture of [3-Aminomethyl-6-methyl-2-(2,4,6-trimethyl-phenoxy)-pyridin-4-yl]-(1-ethyl-propyl)-amine (100 mg, 0.292 mmol) in dry THF was added triphosgene (34 mg, 0.114 mmol) at 0° C. The reaction mixture was allowed to gradually warm to rt and stir for 2 h. The mixture was quenched with water and extracted with ethyl acetate. The organic layer was dried and concentrated to dryness to give 130 mg of a clear oil. The solid was purified through silica gel column chromatography using 10% EtOAc ... The reactants are Brc1cccnc1, CC(C)(C)P(C(C)(C)C)C(C)(C)C, C1CCOC1, [F-], OB(O)c1ccccc1F, [K+], C1COCCO1, O=C(C=Cc1ccccc1)C=Cc1ccccc1, O=C(C=Cc1ccccc1)C=Cc1ccccc1, O=C(C=Cc1ccccc1)C=Cc1ccccc1, [Pd], [Pd]. Product: Fc1ccccc1-c1cccnc1. Reaction SMILES: [Br:1][c:2]1[cH:3][n:4][cH:5][cH:6][cH:7]1.[C:20]([P:21]([C:22]([CH3:23])([CH3:24])[CH3:25])[C:26]([CH3:27])([CH3:28])[CH3:29])([CH3:30])([CH3:31])[CH3:32].[CH2:33]1[O:34][CH2:35][CH2:36][CH2:37]1.[F-:18].[F:8][c:9]1[c:10]([B:15]([OH:16])[OH:17])[cH:11][cH:12][cH:13][cH:14]1.[K+:19].[O:38]1[CH2:39][CH2:40][O:41][CH2:42][CH2:43]1.[O:46]=[C:47]([CH:48]=[CH:49][c:50]1[cH:51][cH:52][cH:53][cH:54][cH:55]1)[CH:56]=[CH:57][c:58]1[cH:59][cH:60][cH:61][cH:62][cH:63]1.[O:64]=[C:65]([CH:66]=[CH:67][c:68]1[cH:69][cH:70][cH:71][cH:72][cH:73]1)[CH:74]=[CH:75][c:76]1[cH:77][cH:78][cH:79][cH:80][cH:81]1.[O:82]=[C:83]([CH:84]=[CH:85][c:86]1[cH:87][cH:88][cH:89][cH:90][cH:91]1)[CH:92]=[CH:93][c:94]1[cH:95][cH:96][cH:97][cH:98][cH:99]1.[Pd:44].[Pd:45]>>[c:2]1(-[c:10]2[c:9]([F:8])[cH:14][cH:13][cH:12][cH:11]2)[cH:3][n:4][cH:5][cH:6][cH:7]1. Starting materials: CC1(C(N(C(N1)=O)CN1CCOCC1)=O)C (5,5-Dimethyl-3-morpholin-4-ylmethylimidazolidine-2,4-dione), N(=C=O)CCCCCC (1-isocyanatohexane). The product is CC1(C(NC(N1)=O)=O)C.C(CCCCC)C(=O)N (5,5-Dimethyl-2,4-dioxoimidazolidine 1-hexylcarboxamide). Reaction SMILES: [CH3:1][C:2]1([CH3:16])[NH:6][C:5](=[O:7])[N:4](CN2CCOCC2)[C:3]1=[O:15].N([CH2:20][CH2:21][CH2:22][CH2:23]CC)=C=O>>[CH3:1][C:2]1([CH3:16])[NH:6][C:5](=[O:7])[NH:4][C:3]1=[O:15].[CH2:2]([C:3]([NH2:4])=[O:15])[CH2:16][CH2:20][CH2:21][CH2:22][CH3:23] |f:2.3|. Procedure details: 5,5-Dimethyl-3-morpholin-4-ylmethylimidazolidine-2,4-dione (100 mg, 0.44 mmol) and 1-isocyanatohexane (56 mg, 0.44 mmol) were reacted in analogy to example 1. Yield: 8 mg (7%), M+H+: 256.21. Starting materials: C1(CCCCC1)C(NC(COC)=O)C1(CCC1)C1=CC=CC=C1 (N-[(cyclohexyl)(1-phenylcyclobutyl)methyl]-2-methoxyacetamide), ice water. The solvent is O1CCCC1 (tetrahydrofuran). Conditions: time 16 hour. The product is C1(CCCCC1)C(NCCOC)C1(CCC1)C1=CC=CC=C1 (N-[(cyclohexyl)(1-phenylcyclobutyl)methyl]-2-methoxyethylamine). As a reaction SMILES: [CH:1]1([CH:7]([C:14]2([C:18]3[CH:23]=[CH:22][CH:21]=[CH:20][CH:19]=3)[CH2:17][CH2:16][CH2:15]2)[NH:8][C:9](=O)[CH2:10][O:11][CH3:12])[CH2:6][CH2:5][CH2:4][CH2:3][CH2:2]1>O1CCCC1>[CH:1]1([CH:7]([C:14]2([C:18]3[CH:19]=[CH:20][CH:21]=[CH:22][CH:23]=3)[CH2:15][CH2:16][CH2:17]2)[NH:8][CH2:9][CH2:10][O:11][CH3:12])[CH2:2][CH2:3][CH2:4][CH2:5][CH2:6]1. Reported procedure: Borane-methyl sulphide complex (2.48 ml) was added dropwise to a refluxing solution of the acetamide (2.6 g) prepared above in tetrahydrofuran (6 ml). The mixture was heated under reflux for 2 hours left at room temperature for 16 hours and heated under reflux for 2 hours, cooled in ice, and hydrolysed by the slow dropwise addition of ice-water. The mixture was acidified, basified, and extracted with ether. The washed and dried extracts were evaporated to leave an oil which was purified by high ... Reactants: CCn1c(=O)[nH]c2c(C)cccc21, C[Si](C)(C)CCOCCl, CN(C)C=O, [H-], [Na+], [Na+], O=C([O-])O. Yields the product CCn1c(=O)n(COCC[Si](C)(C)C)c2c(C)cccc21. RXN SMILES: [CH2:1]([CH3:2])[n:3]1[c:4](=[O:13])[nH:5][c:6]2[c:7]1[cH:8][cH:9][cH:10][c:11]2[CH3:12].[CH3:16][Si:17]([CH2:18][CH2:19][O:20][CH2:21][Cl:22])([CH3:23])[CH3:24].[CH3:30][N:31]([CH3:32])[CH:33]=[O:34].[H-:14].[Na+:15].[Na+:25].[OH:26][C:27](=[O:28])[O-:29]>>[CH2:1]([CH3:2])[n:3]1[c:4](=[O:13])[n:5]([CH2:21][O:20][CH2:19][CH2:18][Si:17]([CH3:16])([CH3:23])[CH3:24])[c:6]2[c:7]1[cH:8][cH:9][cH:10][c:11]2[CH3:12]. Reactants: CCCCNC(=O)C(CC(O)C(CC(CNC(=O)c1ccccc1OCCCOC)C(C)C)NC(=O)OC(C)(C)C)C(C)C, Cl, C1COCCO1. Yields the product Cl, CCCCNC(=O)C(CC(O)C(N)CC(CNC(=O)c1ccccc1OCCCOC)C(C)C)C(C)C. As a reaction SMILES: [C:2]([O:3][C:4](=[O:5])[NH:9][CH:10]([CH2:11][CH:12]([CH2:13][NH:14][C:15]([c:16]1[c:17]([O:22][CH2:23][CH2:24][CH2:25][O:26][CH3:27])[cH:18][cH:19][cH:20][cH:21]1)=[O:28])[CH:29]([CH3:30])[CH3:31])[CH:32]([CH2:33][CH:34]([CH:35]([CH3:36])[CH3:37])[C:38]([NH:39][CH2:40][CH2:41][CH2:42][CH3:43])=[O:44])[OH:45])([CH3:6])([CH3:7])[CH3:8].[ClH:1].[O:46]1[CH2:47][CH2:48][O:49][CH2:50][CH2:51]1>>[ClH:1].[NH2:9][CH:10]([CH2:11][CH:12]([CH2:13][NH:14][C:15]([c:16]1[c:17]([O:22][CH2:23][CH2:24][CH2:25][O:26][CH3:27])[cH:18][cH:19][cH:20][cH:21]1)=[O:28])[CH:29]([CH3:30])[CH3:31])[CH:32]([CH2:33][CH:34]([CH:35]([CH3:36])[CH3:37])[C:38]([NH:39][CH2:40][CH2:41][CH2:42][CH3:43])=[O:44])[OH:45].